Dataset: the Open Reaction Database (ORD), a public repository of structured organic reaction records. Task: describe an organic reaction: reactants, conditions, products, and yield Starting materials: CCOC(=O)C(CC)Cc1ccc(OC)c(CNCc2ccc(C(F)(F)F)cc2)c1, CO, Cl, [Na+], [OH-], O. Product: CCC(Cc1ccc(OC)c(CNCc2ccc(C(F)(F)F)cc2)c1)C(=O)O, Cl. Reaction SMILES: [CH2:1]([CH3:2])[CH:3]([C:4](=[O:5])[O:6][CH2:7][CH3:8])[CH2:9][c:10]1[cH:11][c:12]([CH2:18][NH:19][CH2:20][c:21]2[cH:22][cH:23][c:24]([C:27]([F:28])([F:29])[F:30])[cH:25][cH:26]2)[c:13]([O:16][CH3:17])[cH:14][cH:15]1.[CH3:31][OH:32].[ClH:35].[Na+:34].[OH-:33].[OH2:36]>>[CH2:1]([CH3:2])[CH:3]([C:4](=[O:5])[OH:6])[CH2:9][c:10]1[cH:11][c:12]([CH2:18][NH:19][CH2:20][c:21]2[cH:22][cH:23][c:24]([C:27]([F:28])([F:29])[F:30])[cH:25][cH:26]2)[c:13]([O:16][CH3:17])[cH:14][cH:15]1.[ClH:35].